This data is from the Open Reaction Database (ORD), a public repository of structured organic reaction records. The task is: describe an organic reaction: reactants, conditions, products, and yield Procedure details: Reaction of 4-[2-(1,3-dimethyl-2-imidazolidinylideneamino)phenyl]thiamorpholine (1.5 g prepared as described in Example 144) in methanol (20 ml) and sodium metaperiodate (1.4 g) in water (4 ml) for 4 hours at 10° C. yielded 4-[2-(1,3-dimethyl-2-imidazolidinylideneamino)phenyl]thiamorpholine-1-oxide monohydrate (m.p. 103°-105° C.) which was recrystallised from a 1:1 mixture of 1,2-dimethoxyethane and hexane. As a reaction SMILES: [CH3:1][N:2]1[CH2:6][CH2:5][N:4]([CH3:7])[C:3]1=[N:8][C:9]1[CH:14]=[CH:13][CH:12]=[CH:11][C:10]=1[N:15]1[CH2:20][CH2:19][S:18][CH2:17][CH2:16]1.I([O-])(=O)(=O)=[O:22].[Na+]>CO.O>[OH2:22].[CH3:1][N:2]1[CH2:6][CH2:5][N:4]([CH3:7])[C:3]1=[N:8][C:9]1[CH:14]=[CH:13][CH:12]=[CH:11][C:10]=1[N:15]1[CH2:16][CH2:17][S:18](=[O:22])[CH2:19][CH2:20]1 |f:1.2,5.6|. Yields the product O.CN1C(N(CC1)C)=NC1=C(C=CC=C1)N1CCS(CC1)=O (4-[2-(1,3-dimethyl-2-imidazolidinylideneamino)phenyl]thiamorpholine-1-oxide monohydrate). Solvent: CO (methanol), O (water). Starting materials: CN1C(N(CC1)C)=NC1=C(C=CC=C1)N1CCSCC1 (4-[2-(1,3-dimethyl-2-imidazolidinylideneamino)phenyl]thiamorpholine), I(=O)(=O)(=O)[O-].[Na+] (sodium metaperiodate). Starting materials: ClCCl, O=[Cr](=O)([O-])Cl, O=S(=O)(NCCc1ccc(CCCO)cc1)c1ccc(Cl)cc1, c1cc[nH+]cc1. The product is O=Cc1ccc(CCNS(=O)(=O)c2ccc(Cl)cc2)cc1. As a reaction SMILES: [CH2:35]([Cl:36])[Cl:37].[O:1]=[Cr:2]([Cl:3])([O-:4])=[O:5].[OH:12][CH2:13][CH2:14][CH2:15][c:16]1[cH:17][cH:18][c:19]([CH2:20][CH2:21][NH:22][S:23](=[O:24])(=[O:25])[c:26]2[cH:27][cH:28][c:29]([Cl:32])[cH:30][cH:31]2)[cH:33][cH:34]1.[nH+:6]1[cH:7][cH:8][cH:9][cH:10][cH:11]1>>[O:1]=[CH:15][c:16]1[cH:17][cH:18][c:19]([CH2:20][CH2:21][NH:22][S:23](=[O:24])(=[O:25])[c:26]2[cH:27][cH:28][c:29]([Cl:32])[cH:30][cH:31]2)[cH:33][cH:34]1.